Dataset: the Open Reaction Database (ORD), a public repository of structured organic reaction records. Task: describe an organic reaction: reactants, conditions, products, and yield The reactants are COC(=O)C1=C(C)NC(C)=C(C(=O)OC)C1c1ccccc1OC, ClC(Cl)Cl, c1ccncc1. Product: COC(=O)C1=C(C)NC2=C(C(=O)OC2)C1c1ccccc1OC. RXN SMILES: [CH3:1][C:2]1=[C:7]([C:8](=[O:9])[O:10][CH3:11])[CH:6]([c:12]2[c:13]([O:18][CH3:19])[cH:14][cH:15][cH:16][cH:17]2)[C:5]([C:20](=[O:21])[O:22][CH3:23])=[C:4]([CH3:24])[NH:3]1.[CH:31]([Cl:32])([Cl:33])[Cl:34].[cH:25]1[cH:26][cH:27][n:28][cH:29][cH:30]1>>[CH3:1][C:2]1=[C:7]([C:8](=[O:9])[O:10][CH3:11])[CH:6]([c:12]2[c:13]([O:18][CH3:19])[cH:14][cH:15][cH:16][cH:17]2)[C:5]2=[C:4]([NH:3]1)[CH2:23][O:22][C:20]2=[O:21]. The reactants are FC1=C(C=C(C(=O)NCC(NC2CN(C2)C2CCC(CC2)C2=CC=CC=C2)=O)C=C1)C(F)(F)F (4-fluoro-N-{[1-(4-phenyl-cyclohexyl)-azetidin-3-ylcarbamoyl]-methyl}-3-trifluoromethyl-benzamide), NCCO (2-amino-ethanol). Yields the product OCCNC1=C(C=C(C(=O)NCC(NC2CN(C2)C2CCC(CC2)C2=CC=CC=C2)=O)C=C1)C(F)(F)F (4-(2-Hydroxy-ethylamino)-N-{[1-(4-phenyl-cyclohexyl)-azetidin-3-ylcarbamoyl]-methyl}-3-trifluoromethyl-benzamide). Reaction SMILES: F[C:2]1[CH:30]=[CH:29][C:5]([C:6]([NH:8][CH2:9][C:10](=[O:28])[NH:11][CH:12]2[CH2:15][N:14]([CH:16]3[CH2:21][CH2:20][CH:19]([C:22]4[CH:27]=[CH:26][CH:25]=[CH:24][CH:23]=4)[CH2:18][CH2:17]3)[CH2:13]2)=[O:7])=[CH:4][C:3]=1[C:31]([F:34])([F:33])[F:32].[NH2:35][CH2:36][CH2:37][OH:38]>>[OH:38][CH2:37][CH2:36][NH:35][C:2]1[CH:30]=[CH:29][C:5]([C:6]([NH:8][CH2:9][C:10](=[O:28])[NH:11][CH:12]2[CH2:13][N:14]([CH:16]3[CH2:21][CH2:20][CH:19]([C:22]4[CH:27]=[CH:26][CH:25]=[CH:24][CH:23]=4)[CH2:18][CH2:17]3)[CH2:15]2)=[O:7])=[CH:4][C:3]=1[C:31]([F:34])([F:33])[F:32]. Reported procedure: The title compound was prepared as a white solid from the coupling of 4-fluoro-N-{[1-(4-phenyl-cyclohexyl)-azetidin-3-ylcarbamoyl]-methyl}-3-trifluoromethyl-benzamide (as prepared in Example 71) and 2-amino-ethanol (Aldrich) using the procedure described in Example 65. The reactants are N (ammonia), C(#N)C(=COCC)C1=C(C#N)C=CC(=C1)F (2-(1-cyano-2-ethoxy-vinyl)-4-fluoro-benzonitrile). The solvent is CO (MeOH). Reaction conditions: time 5 hour. Yields the product NC1=NC=C(C2=CC(=CC=C12)F)C#N (1-amino-6-fluoro-isoquinoline-4-carbonitrile). The yield is 40.0%. RXN SMILES: [NH3:1].[C:2]([C:4]([C:9]1[CH:16]=[C:15]([F:17])[CH:14]=[CH:13][C:10]=1[C:11]#[N:12])=[CH:5]OCC)#[N:3]>CO>[NH2:1][C:11]1[C:10]2[C:9](=[CH:16][C:15]([F:17])=[CH:14][CH:13]=2)[C:4]([C:2]#[N:3])=[CH:5][N:12]=1. Procedure details: A solution of ammonia in MeOH (7 N, 20 mL) is added to 2-(1-cyano-2-ethoxy-vinyl)-4-fluoro-benzonitrile (0.88 g, 4 mmol). The reaction mixture is stirred at RT for 5 h. The orange precipitate is collected by vacuum filtration to afford 0.297 g (40%) of 1-amino-6-fluoro-isoquinoline-4-carbonitrile as an orange solid. LC/MS m/z=188 [M+H]+, RT=2.10-2.15 min. 1H NMR (CDCl3, 25 deg, 500 MHz): δ 8.44 (dd, 2H), 8.18 (t, 1H), 8.04 (bs, 4H), 7.73 (d, 1H), 7.63 (dt, 1H), 7.53 (dt, 2H), 7.43 (dd, 2H) The reactants are ClC1=CC(=C(N)C=C1F)I (4-chloro-5-fluoro-2-iodoaniline), [N-]=[N+]=[N-].[Na+] (NaN3), C(OC)(OC)OC (trimethyl orthoformate), ice H2O. The solvent is CC(=O)O (AcOH). Conditions: time 30 hour. Product: ClC1=CC(=C(C=C1F)N1N=NN=C1)I (1-(4-chloro-5-fluoro-2-iodophenyl)-1H-tetrazole). Isolated yield 872.9%. Reaction SMILES: [Cl:1][C:2]1[C:8]([F:9])=[CH:7][C:5]([NH2:6])=[C:4]([I:10])[CH:3]=1.[N-:11]=[N+:12]=[N-:13].[Na+].[CH:15](OC)(OC)OC>CC(O)=O>[Cl:1][C:2]1[C:8]([F:9])=[CH:7][C:5]([N:6]2[CH:15]=[N:13][N:12]=[N:11]2)=[C:4]([I:10])[CH:3]=1 |f:1.2|. Procedure details: To Intermediate 5A (47 g, 17.3 mmol) in AcOH (470 mL) was added NaN3 (33.76 g, 51.9 mmol) and trimethyl orthoformate (56.8 mL, 51.9 mmol). After 30 h, the reaction was poured into ice H2O, the solids were filtered-off and washed with petroleum ether to afford 49 g Intermediate 5B. MS (ESI) m/z: 324.8 (M+H)+. The reactants are FC1=C(C=CC(=C1)C1OC(C(O1)(C)C)(C)C)C1=CC=2OCCNC2N=C1 (7-(2-fluoro-4-(4,4,5,5-tetramethyl-1,3-dioxolan-2-yl)phenyl)-3,4-dihydro-2H-pyrido[3,2-b][1,4]oxazine), BrC1=C(C=CC=C1)S(=O)(=O)N[C@@H](CO)C ((R)-2-bromo-N-(1-hydroxypropan-2-yl)benzenesulfonamide). Product: O1C2=C(NCC1)N=CC(=C2)C2=C(C=C(C=C2)C=2C(=CC=CC2)S(=O)(=O)N[C@@H](CO)C)F (4′-(3,4-Dihydro-2H-pyrido[3,2-b][1,4]oxazin-7-yl)-3′-fluoro-N-[(1R)-2-hydroxy-1-methylethyl]biphenyl-2-sulfonamide). As a reaction SMILES: [F:1][C:2]1[CH:7]=[C:6]([CH:8]2OC(C)(C)C(C)(C)O2)[CH:5]=[CH:4][C:3]=1[C:17]1[CH:26]=[N:25][C:24]2[NH:23][CH2:22][CH2:21][O:20][C:19]=2[CH:18]=1.Br[C:28]1[CH:33]=[CH:32][CH:31]=C[C:29]=1[S:34]([NH:37][C@H:38]([CH3:41])[CH2:39][OH:40])(=[O:36])=[O:35]>>[O:20]1[CH2:21][CH2:22][NH:23][C:24]2[N:25]=[CH:26][C:17]([C:3]3[CH:4]=[CH:5][C:6]([C:8]4[C:29]([S:34]([NH:37][C@H:38]([CH3:41])[CH2:39][OH:40])(=[O:35])=[O:36])=[CH:28][CH:33]=[CH:32][CH:31]=4)=[CH:7][C:2]=3[F:1])=[CH:18][C:19]1=2. Reported procedure: The title compound was prepared in a manner similar to that described in Example 444 using 7-(2-fluoro-4-(4,4,5,5-tetramethyl-1,3-dioxolan-2-yl)phenyl)-3,4-dihydro-2H-pyrido[3,2-b][1,4]oxazine and (R)-2-bromo-N-(1-hydroxypropan-2-yl)benzenesulfonamide. MS (ESI): mass calcd. for C22H22FN3O4S, 443.13; m/z found, 444.1 [M+H]+. 1H NMR (400 MHz, CD3OD) δ 8.16-8.10 (m, 1H), 7.82-7.79 (m, 1H), 7.74-7.71 (m, 1H), 7.70-7.64 (m, 1H), 7.61-7.57 (m, 1H), 7.54-7.46 (m, 1H), 7.40-7.33 (m, 3H), 4.40-4.36 (m, 2... Reactants: CCc1c(SC)nc(N)nc1-c1ccco1, ClCCl, O=S(=O)(c1ccccc1)N1OC1c1ccccc1. Yields the product CCc1c(-c2ccco2)nc(N)nc1S(C)=O. As a reaction SMILES: [CH2:1]([CH3:2])[c:3]1[c:4](-[c:12]2[o:13][cH:14][cH:15][cH:16]2)[n:5][c:6]([NH2:11])[n:7][c:8]1[S:9][CH3:10].[Cl:35][CH2:36][Cl:37].[c:17]1([CH:18]2[N:19]([S:20]([c:21]3[cH:22][cH:23][cH:24][cH:26][cH:27]3)(=[O:28])=[O:29])[O:25]2)[cH:30][cH:31][cH:32][cH:33][cH:34]1>>[CH2:1]([CH3:2])[c:3]1[c:4](-[c:12]2[o:13][cH:14][cH:15][cH:16]2)[n:5][c:6]([NH2:11])[n:7][c:8]1[S:9]([CH3:10])=[O:25].